This data is from the Open Reaction Database (ORD), a public repository of structured organic reaction records. The task is: describe an organic reaction: reactants, conditions, products, and yield The reactants are N1CCNCCC1 (homopiperazine), BrCC1=CC=C(C=C1)C#N (α-Bromo-p-tolunitrile), Cl (monohydrochloride), Cl.CCO (HCl EtOH). Solvent: CCO (EtOH). The product is C(#N)C1=CC=C(CN2CCNCCC2)C=C1 (1-(4-Cyanobenzyl)homopiperazine). RXN SMILES: [NH:1]1[CH2:7][CH2:6][CH2:5][NH:4][CH2:3][CH2:2]1.Cl.CCO.Cl.Br[CH2:14][C:15]1[CH:20]=[CH:19][C:18]([C:21]#[N:22])=[CH:17][CH:16]=1>CCO>[C:21]([C:18]1[CH:19]=[CH:20][C:15]([CH2:14][N:1]2[CH2:7][CH2:6][CH2:5][NH:4][CH2:3][CH2:2]2)=[CH:16][CH:17]=1)#[N:22] |f:1.2|. Procedure: To a solution of homopiperazine (9.2 g, 92 mmol, 2 equiv). in EtOH (115 mL) was added 1 M HCl-EtOH (92 mL) dropwise over 1 h. The suspension was heated to 70° C. for 1 h at which point a homogeneous solution of monohydrochloride salt was obtained. α-Bromo-p-tolunitrile (9.0 g, 46 mnmol, 1 equiv) was added and the reaction mixture was heated to reflux for 5 h. After cooling, the solvent was removed by rotary evaporation and the residue was partitioned between CH2Cl2 (100 mL) and 2N aqueous KOH (1...